From a dataset of the Open Reaction Database (ORD), a public repository of structured organic reaction records. describe an organic reaction: reactants, conditions, products, and yield The reactants are CSC (dimethylsulfide), CC1=NC(=CS1)/C=C(\C)/[C@@H]2C/C=C\CCC[C@@H]([C@@H]([C@H](C(=O)C([C@H](CC(=O)O2)O)(C)C)C)O)C (epothilone C), C(F)(F)(F)C(=O)C (CF3COCH3), KHSO5, C(=O)(O)[O-].[Na+] (NaHCO3), OS(=O)(=O)[O-].[K+] (KHSO4), K2SO4. Run in O (water), CC#N (CH3CN), C(CN(CC(=O)O)CC(=O)[O-])N(CC(=O)O)CC(=O)[O-].[Na+].[Na+] (Na2EDTA). Reaction conditions: time 35 minute. Yields the product CC1=NC(=CS1)/C=C(\C)/[C@@H]2C[C@H]3[C@H](O3)CCC[C@@H]([C@@H]([C@H](C(=O)C([C@H](CC(=O)O2)O)(C)C)C)O)C (epothilone A), compound A. Isolated yield 29.0%. RXN SMILES: [CH3:1][C:2]1[S:6][CH:5]=[C:4](/[CH:7]=[C:8](/[C@H:10]2[O:27][C:25](=[O:26])[CH2:24][C@H:23]([OH:28])[C:22]([CH3:30])([CH3:29])[C:20](=[O:21])[C@H:19]([CH3:31])[C@@H:18]([OH:32])[C@@H:17]([CH3:33])[CH2:16][CH2:15][CH2:14][CH:13]=[CH:12][CH2:11]2)\[CH3:9])[N:3]=1.C(C(C)=[O:39])(F)(F)F.OS([O-])(=O)=O.[K+].C([O-])(O)=O.[Na+].CSC>CC#N.C(N(CC([O-])=O)CC(O)=O)CN(CC([O-])=O)CC(O)=O.[Na+].[Na+].O>[CH3:1][C:2]1[S:6][CH:5]=[C:4](/[CH:7]=[C:8](/[C@H:10]2[O:27][C:25](=[O:26])[CH2:24][C@H:23]([OH:28])[C:22]([CH3:30])([CH3:29])[C:20](=[O:21])[C@H:19]([CH3:31])[C@@H:18]([OH:32])[C@@H:17]([CH3:33])[CH2:16][CH2:15][CH2:14][C@H:13]3[O:39][C@H:12]3[CH2:11]2)\[CH3:9])[N:3]=1 |f:2.3,4.5,8.9.10|. Procedure: To solution of epothilone C (100 mg, 0.21 mmol) in CH3CN (2.5 mL) and 0.0004 M Na2EDTA (1.5 ml) at 0° C. were added excess CF3COCH3 (1 mL) followed by 2 KHSO5.KHSO4.K2SO4 (potassium peroxymonosulfate) (325 mg, 0.53 mmol) and NaHCO3 (75 mg, 0.89 mmol). The reaction mixture was stirred for 35 min then treated with dimethylsulfide (0.50 mL) and water (3.75 mL). The reaction mixture was warmed to room temperature, extracted with EtOAc (4×10 mL), dried over MgSO4, filtered, and concentrated. The resi... Reaction conditions: temperature 135 celsius. Reaction SMILES: [C:1]1([NH:7][NH2:8])[CH:6]=[CH:5][CH:4]=[CH:3][CH:2]=1.[NH2:9][C:10](N)=[O:11].S(=O)(=O)(O)O.[CH:18](O)=O>C1(C)C(C)=CC=CC=1.O>[C:1]1([N:7]2[CH:18]=[N:9][C:10]([OH:11])=[N:8]2)[CH:6]=[CH:5][CH:4]=[CH:3][CH:2]=1. The solvent is O (water), C=1(C(=CC=CC1)C)C (xylene). The product is C1(=CC=CC=C1)N1N=C(N=C1)O (1-phenyl-3-hydroxy-1,2,4-triazole). Procedure: 108 g (1 mol) of phenyl hydrazine and 60 g (1 mol) of urea were suspended in 500 ml of xylene and 111 g (1 mol) of concentrated sulfuric acid were added while stirring vigorously. The mixture was heated for 2.5 hours at 135° C. and water formed was separated via a water separator. After cooling to 90° C. 135.2 g (2.5 mols) of 85% formic acid and 25 g (0.25 mol) of concentrated sulfuric acid were added successively and the mixture was further heated for 6 hours at 95° C. After cooling, the produc... The reactants are C(=O)O (formic acid), S(O)(O)(=O)=O (sulfuric acid), C1(=CC=CC=C1)NN (phenyl hydrazine), NC(=O)N (urea), S(O)(O)(=O)=O (sulfuric acid). The reactants are C1(=CC=C(C=C1)S(=O)[O-])C.[Na+] (sodium p-toluenesulfinate), BrC1=CC=C(C=C1)OC (p-bromoanisole), [O-2].[Ca+2] (calcium oxide). The reagents and catalysts are C(C)(=O)[O-].[Pd+2].C(C)(=O)[O-] (palladium acetate), C1(=CC=CC=C1)P(CCP(C1=CC=CC=C1)C1=CC=CC=C1)C1=CC=CC=C1 (1,2-bis(diphenylphosphino)-ethane). Solvent: CN1C(CCC1)=O (N-methyl-2-pyrrolidone). Yields the product COC1=CC=C(C=C1)C1=CC=C(C=C1)C (4'-methoxy-4-methylbiphenyl). The yield is 75.0%. Reaction SMILES: [C:1]1([CH3:10])[CH:6]=[CH:5][C:4](S([O-])=O)=[CH:3][CH:2]=1.[Na+].Br[C:13]1[CH:18]=[CH:17][C:16]([O:19][CH3:20])=[CH:15][CH:14]=1.[O-2].[Ca+2]>C([O-])(=O)C.[Pd+2].C([O-])(=O)C.C1(P(C2C=CC=CC=2)CCP(C2C=CC=CC=2)C2C=CC=CC=2)C=CC=CC=1.CN1CCCC1=O>[CH3:20][O:19][C:16]1[CH:17]=[CH:18][C:13]([C:4]2[CH:5]=[CH:6][C:1]([CH3:10])=[CH:2][CH:3]=2)=[CH:14][CH:15]=1 |f:0.1,3.4,5.6.7|. Procedure: 3.56 g (20 mmol) of sodium p-toluenesulfinate, 3.74 g (20 mmol) of p-bromoanisole, 0.0225 g (0.1 mmol) of palladium acetate, 0.0478 g (0.12 mmol) of 1,2-bis(diphenylphosphino)-ethane, 6.73 g (120 mmol) of calcium oxide and 60 ml of N-methyl-2-pyrrolidone were placed in a 100 ml round bottom flask and reacted at 150° C. in a nitrogen gas stream for 6 hours. After the completion of the reaction, the reaction mixture was analyzed by means of high performance liquid chromatography. The analysis show... Procedure details: To 5.0 g (0.024 mole) 5-chloro-6-hydrazino-3-nitropyrazinamine was added 50 ml of triethylorthoformate and the resulting suspension was heated at 100° for 1 hour. The reaction mixture was cooled, filtered and the dark brown solid washed with chloroform to give 3.9 g (77%) of 8-chloro-6-nitro-1,2,4-triazolo[4,3-a]pyrazine-5-amine as a brown solid, m.p. 220°, H' nmr (DMSO-d6): 9.65 (2H, broad singlet), 9.95 (1H, singlet); ms:m/e 214. Starting materials: ClC=1N=C(C(=NC1NN)N)[N+](=O)[O-] (5-chloro-6-hydrazino-3-nitropyrazinamine), C(C)OC(OCC)OCC (triethylorthoformate). The yield is 77.0%. Product: ClC=1C=2N(C(=C(N1)[N+](=O)[O-])N)C=NN2 (8-chloro-6-nitro-1,2,4-triazolo[4,3-a]pyrazine-5-amine). RXN SMILES: [Cl:1][C:2]1[N:3]=[C:4]([N+:11]([O-:13])=[O:12])[C:5]([NH2:10])=[N:6][C:7]=1[NH:8][NH2:9].[CH2:14](OC(OCC)OCC)C>>[Cl:1][C:2]1[C:7]2[N:6]([CH:14]=[N:9][N:8]=2)[C:5]([NH2:10])=[C:4]([N+:11]([O-:13])=[O:12])[N:3]=1. Reactants: CC(=O)O, O=N[O-], COc1ccc2c(c1)C(O)(CN)CCC2, [Na+], O. Product: COc1ccc2c(c1)CC(=O)CCC2. As a reaction SMILES: [CH3:20][C:21](=[O:22])[OH:23].[N:16]([O-:17])=[O:18].[NH2:1][CH2:2][C:3]1([OH:15])[CH2:4][CH2:5][CH2:6][c:7]2[cH:8][cH:9][c:10]([O:13][CH3:14])[cH:11][c:12]21.[Na+:19].[OH2:24]>>[CH2:2]1[C:3](=[O:15])[CH2:4][CH2:5][CH2:6][c:7]2[cH:8][cH:9][c:10]([O:13][CH3:14])[cH:11][c:12]21. Starting materials: C(=O)C=1C(=C(C(=O)OC)C=CC1)O (Methyl 3-formyl-2-hydroxybenzoate), C1(=CC=C(C=C1)C1=CC=CC=C1C(=O)NN)C (p-toluenebenzohydrazide), C1(=CC=C(C=C1)S(=O)(=O)O)C (para-toluenesulfonic acid). Run in CO (methanol). Conditions: temperature 22.5 celsius, time 14 hour. Yields the product OC1=C(C(=O)OC)C=CC=C1C=NNC1=CC=C(C=C1)C (Methyl 2-hydroxy-3-(p-tolylhydrazonomethyl)benzoate). Reaction SMILES: [CH:1]([C:3]1[C:4]([OH:13])=[C:5]([CH:10]=[CH:11][CH:12]=1)[C:6]([O:8][CH3:9])=[O:7])=O.C1(C)C=CC(C2C(C([NH:28][NH2:29])=O)=CC=CC=2)=CC=1.[C:31]1([CH3:41])[CH:36]=[CH:35][C:34](S(O)(=O)=O)=[CH:33][CH:32]=1>CO>[OH:13][C:4]1[C:3]([CH:1]=[N:28][NH:29][C:34]2[CH:35]=[CH:36][C:31]([CH3:41])=[CH:32][CH:33]=2)=[CH:12][CH:11]=[CH:10][C:5]=1[C:6]([O:8][CH3:9])=[O:7]. Procedure details: A solution of 1.1 g (6 mmol) of the aldehyde of Example 2 in 30 ml of anhydrous methanol was reacted with 0.9 g (6 mmol) of p-toluenebenzohydrazide with acid catalysis (para-toluenesulfonic acid). After the reaction mixture had been stirred for approximately 14 hours at 20 to 25° C., it was freed from the solvent. 1.9 g of the title compound, which corresponded to 99% of theory, were obtained from the residue. (m.p. 134-137° C.) Starting materials: C(C1=CC=CC=C1)OCC1=CC=CC=C1 (Benzyl ether), OCC(C)=O (hydroxyacetone), C(C1=CC=CC=C1)OCC=O (Benzyloxyacetaldehyde), solution, P(=O)([O-])([O-])[O-] (phosphate). The product is CC(=O)[C@H](O)[C@@H](O)CO (1-deoxy-L-xylulose). Yield: 81.0%. Procedure details: Benzyloxyacetaldehyde (80 mg, 0.53 mmol) in) in) 0.5 mL of acetonitrile, was added to 9 mL of a solution of antibody 38C2 (35 mg, 0.23 mmol) in PBS (phosphate buffer saline, 100 mM), followed by the addition of of hydroxyacetone. (0.5 mL, 6.3 mmol). After 48 hr at room temperature the reaction reached 56% conversion and the mixture was freeze dried. The remaining residue was extracted with methylene chloride. The solvent was removed under reduced pressure and the crude product was purified by co... As a reaction SMILES: C([O:8][CH2:9][CH:10]=[O:11])C1C=CC=CC=1.P([O-])([O-])([O-])=O.[OH:17][CH2:18][C:19](=[O:21])[CH3:20].C(OCC1C=CC=CC=1)C1C=CC=CC=1>CO.[OH-].[OH-].[Pd+2].C(#N)C>[CH3:20][C:19]([C@@H:18]([C@H:9]([CH2:10][OH:11])[OH:8])[OH:17])=[O:21] |f:5.6.7|. Run in CO (methanol), [OH-].[OH-].[Pd+2] (palladium hydroxide on carbon), C(C)#N (acetonitrile). Reaction conditions: time 48 hour. Reactants: CC1=C(C(=NO1)C1=CC=CC=C1)CO ((5-methyl-3-phenyl-4-isoxazolyl)methanol), ClC=1N=NC(=CC1C)Cl (3,6-dichloro-4-methylpyridazine). Product: ClC=1N=NC(=CC1C)OCC=1C(=NOC1C)C1=CC=CC=C1 (3-Chloro-4-methyl-6-(5-methyl-3-phenyl-isoxazol-4-ylmethoxy)-pyridazine). Yield: 55.0%. RXN SMILES: [CH3:1][C:2]1[O:6][N:5]=[C:4]([C:7]2[CH:12]=[CH:11][CH:10]=[CH:9][CH:8]=2)[C:3]=1[CH2:13][OH:14].[Cl:15][C:16]1[N:17]=[N:18][C:19](Cl)=[CH:20][C:21]=1[CH3:22]>>[Cl:15][C:16]1[N:17]=[N:18][C:19]([O:14][CH2:13][C:3]2[C:4]([C:7]3[CH:12]=[CH:11][CH:10]=[CH:9][CH:8]=3)=[N:5][O:6][C:2]=2[CH3:1])=[CH:20][C:21]=1[CH3:22]. Procedure details: As described for example 4, (5-methyl-3-phenyl-4-isoxazolyl)methanol (5.00 g, 26.4 mmol) was converted using 3,6-dichloro-4-methylpyridazine instead of 3-chloro-6-methylpyridazine to the title compound (4.59 g, 55%) which was obtained as a yellow oil. MS: m/e=316.1 [M]+.